Dataset: the Open Reaction Database (ORD), a public repository of structured organic reaction records. Task: describe an organic reaction: reactants, conditions, products, and yield The reactants are CC1CC(OS(=O)(=O)C(F)(F)F)=CCN1C(=O)OC(C)(C)C, CCOCC, OB(O)c1cc(F)c(F)c2ccoc12, [K+], [K+], [K+], O, C1CCOC1, O=P([O-])([O-])[O-], c1ccc([PH](c2ccccc2)(c2ccccc2)[Pd]([PH](c2ccccc2)(c2ccccc2)c2ccccc2)([PH](c2ccccc2)(c2ccccc2)c2ccccc2)[PH](c2ccccc2)(c2ccccc2)c2ccccc2)cc1. Product: CC1CC(c2cc(F)c(F)c3ccoc23)=CCN1C(=O)OC(C)(C)C. RXN SMILES: [C:15]([CH3:16])([CH3:17])([CH3:18])[O:19][C:20](=[O:21])[N:22]1[CH:23]([CH3:36])[CH2:24][C:25]([O:28][S:29]([C:30]([F:31])([F:32])[F:33])(=[O:34])=[O:35])=[CH:26][CH2:27]1.[CH3:128][CH2:129][O:130][CH2:131][CH3:132].[F:1][c:2]1[c:3]([F:14])[cH:4][c:5]([B:11]([OH:12])[OH:13])[c:6]2[c:7]1[cH:8][cH:9][o:10]2.[K+:42].[K+:43].[K+:44].[O:45].[O:46]1[CH2:47][CH2:48][CH2:49][CH2:50]1.[P:37]([O-:38])([O-:39])([O-:40])=[O:41].[c:51]1([PH:52]([Pd:53]([PH:54]([c:55]2[cH:56][cH:57][cH:58][cH:59][cH:60]2)([c:61]2[cH:62][cH:63][cH:64][cH:65][cH:66]2)[c:67]2[cH:68][cH:69][cH:70][cH:71][cH:72]2)([PH:73]([c:74]2[cH:75][cH:76][cH:77][cH:78][cH:79]2)([c:80]2[cH:81][cH:82][cH:83][cH:84][cH:85]2)[c:86]2[cH:87][cH:88][cH:89][cH:90][cH:91]2)[PH:92]([c:93]2[cH:94][cH:95][cH:96][cH:97][cH:98]2)([c:99]2[cH:100][cH:101][cH:102][cH:103][cH:104]2)[c:105]2[cH:106][cH:107][cH:108][cH:109][cH:110]2)([c:111]2[cH:112][cH:113][cH:114][cH:115][cH:116]2)[c:117]2[cH:118][cH:119][cH:120][cH:121][cH:122]2)[cH:123][cH:124][cH:125][cH:126][cH:127]1>>[F:1][c:2]1[c:3]([F:14])[cH:4][c:5]([C:25]2=[CH:26][CH2:27][N:22]([C:20]([O:19][C:15]([CH3:16])([CH3:17])[CH3:18])=[O:21])[CH:23]([CH3:36])[CH2:24]2)[c:6]2[c:7]1[cH:8][cH:9][o:10]2. Starting materials: C(CCCC)(=O)Cl (valeryl chloride), COC=1C=C2C=CC(=CC2=CC1)C=1OC2=C(C1)C=CC=C2 (2-(6-methoxy-2-naphthyl)-1-benzofuran), [Sn](Cl)(Cl)(Cl)Cl (tin (IV) chloride). The solvent is C(C)(=O)OCC (ethyl acetate), C(Cl)(Cl)Cl (chloroform). Run at temperature -20 celsius, time 1 hour. Product: COC=1C=C2C=CC(=CC2=CC1)C=1OC2=C(C1C(CCCC)=O)C=CC=C2 (1-[2-(6-methoxy-2-naphthyl)-1-benzofuran-3-yl]-1-pentanone). Isolated yield 60.2%. Reaction SMILES: [CH3:1][O:2][C:3]1[CH:4]=[C:5]2[C:10](=[CH:11][CH:12]=1)[CH:9]=[C:8]([C:13]1[O:14][C:15]3[CH:21]=[CH:20][CH:19]=[CH:18][C:16]=3[CH:17]=1)[CH:7]=[CH:6]2.[C:22](Cl)(=[O:27])[CH2:23][CH2:24][CH2:25][CH3:26].[Sn](Cl)(Cl)(Cl)Cl>C(Cl)(Cl)Cl.C(OCC)(=O)C>[CH3:1][O:2][C:3]1[CH:4]=[C:5]2[C:10](=[CH:11][CH:12]=1)[CH:9]=[C:8]([C:13]1[O:14][C:15]3[CH:21]=[CH:20][CH:19]=[CH:18][C:16]=3[C:17]=1[C:22](=[O:27])[CH2:23][CH2:24][CH2:25][CH3:26])[CH:7]=[CH:6]2. Procedure: To a stirring mixture of 2-(6-methoxy-2-naphthyl)-1-benzofuran (4.02 g, 14.7 mmol) in chloroform (70 mL) chilled in an ice bath was added valeryl chloride (2.6 mL, 22 mmol). The reaction mixture was chilled to −20° C. and tin (IV) chloride (2.2 mL, 19 mmol) was added, dropwise. The mixture was then stirred at room temperature for one hour and then refluxed for 3 hours, 20 minutes. It was allowed to cool to room temperature and poured into ice. The organic phase was diluted with excess ethyl acet... Starting materials: O=C1CCC(=O)N1Br, CCCCc1cc(CCCC)n2nccc2n1, ClC(Cl)Cl, [Na+], [OH-], O. The product is CCCCc1cc(CCCC)n2ncc(Br)c2n1. Reaction SMILES: [Br:18][N:19]1[C:20](=[O:21])[CH2:22][CH2:23][C:24]1=[O:25].[CH2:1]([CH2:2][CH2:3][CH3:4])[c:5]1[n:6][c:7]2[n:8]([c:9]([CH2:11][CH2:12][CH2:13][CH3:14])[cH:10]1)[n:15][cH:16][cH:17]2.[CH:29]([Cl:30])([Cl:31])[Cl:32].[Na+:28].[OH-:27].[OH2:26]>>[CH2:1]([CH2:2][CH2:3][CH3:4])[c:5]1[n:6][c:7]2[n:8]([c:9]([CH2:11][CH2:12][CH2:13][CH3:14])[cH:10]1)[n:15][cH:16][c:17]2[Br:18]. Reactants: C(C)(=O)N1C(CC2=CC(=CC=C12)[N+](=O)[O-])=O (1-acetyl-5-nitro-2-indolinone), COC(C1=CC=CC=C1)(OC)OC (trimethyl orthobenzoate). Solvent: C(C)(=O)OC(C)=O (acetic anhydride). Reaction conditions: temperature 100 celsius, time 3 hour. Product: C(C)(=O)N1C(C(C2=CC(=CC=C12)[N+](=O)[O-])=C(C1=CC=CC=C1)OC)=O (1-acetyl-3-(1-methoxy-1-phenyl-methylidene)-5-nitro-2-indo-linone). Reaction SMILES: [C:1]([N:4]1[C:12]2[C:7](=[CH:8][C:9]([N+:13]([O-:15])=[O:14])=[CH:10][CH:11]=2)[CH2:6][C:5]1=[O:16])(=[O:3])[CH3:2].[CH3:17][O:18][C:19](OC)(OC)[C:20]1[CH:25]=[CH:24][CH:23]=[CH:22][CH:21]=1>C(OC(=O)C)(=O)C>[C:1]([N:4]1[C:12]2[C:7](=[CH:8][C:9]([N+:13]([O-:15])=[O:14])=[CH:10][CH:11]=2)[C:6](=[C:19]([O:18][CH3:17])[C:20]2[CH:25]=[CH:24][CH:23]=[CH:22][CH:21]=2)[C:5]1=[O:16])(=[O:3])[CH3:2]. Procedure: 30.0 g (0.137 mol) of 1-acetyl-5-nitro-2-indolinone are dissolved in 200 ml of acetic anhydride and after the addition of 50.0 g (0.274 mol) of trimethyl orthobenzoate stirred for 3 hours at 100° C. After cooling it is evaporated down to half the quantity, diluted with ether/petroleum ether, the precipitate is suction filtered and dried. Starting materials: [H][H] (hydrogen), [N+](=O)([O-])C1=C(C(=O)O)C=C(C=C1)N(C)C (2-nitro-5-dimethylaminobenzoic acid). Reagents/catalysts: [Ni] (Raney Nickel). The solvent is CC(=O)N(C)C.CO (dimethylacetamide methanol). The product is NC1=C(C(=O)O)C=C(C=C1)N(C)C (2-amino-5-dimethylaminobenzoic acid). As a reaction SMILES: [N+:1]([C:4]1[CH:12]=[CH:11][C:10]([N:13]([CH3:15])[CH3:14])=[CH:9][C:5]=1[C:6]([OH:8])=[O:7])([O-])=O.[H][H]>[Ni].CC(N(C)C)=O.CO>[NH2:1][C:4]1[CH:12]=[CH:11][C:10]([N:13]([CH3:15])[CH3:14])=[CH:9][C:5]=1[C:6]([OH:8])=[O:7] |f:3.4|. Procedure: A mixture of 18 g. of 2-nitro-5-dimethylaminobenzoic acid, 1.0 liter of a 50:50 mixture of dimethylacetamide/methanol and 18 g. of Raney Nickel is hydrogenated at a hydrogen pressure of 40-50 psi for 2 hours. The resulting mixture is filtered, washed with methanol and the total filtrate evaporated to a solid which is broken up, washed with ether and dried to obtain 2-amino-5-dimethylaminobenzoic acid, m.p. 231°-234° C. (decomp.). Starting materials: Fc1ccc(CBr)cc1, CCc1cc2[nH]c(=O)n(Cc3ccc(-c4ccccc4C#N)cc3)c2s1, CN(C)C=O, CCOC(C)=O, [H-], [Na+]. The product is CCc1cc2c(s1)n(Cc1ccc(-c3ccccc3C#N)cc1)c(=O)n2Cc1ccc(F)cc1. As a reaction SMILES: [Br:27][CH2:28][c:29]1[cH:30][cH:31][c:32]([F:35])[cH:33][cH:34]1.[CH2:1]([CH3:2])[c:3]1[cH:4][c:5]2[c:6]([n:7]([CH2:11][c:12]3[cH:13][cH:14][c:15](-[c:18]4[c:19]([C:24]#[N:25])[cH:20][cH:21][cH:22][cH:23]4)[cH:16][cH:17]3)[c:8](=[O:10])[nH:9]2)[s:26]1.[CH3:36][N:37]([CH3:38])[CH:39]=[O:40].[CH3:43][CH2:44][O:45][C:46](=[O:47])[CH3:48].[H-:41].[Na+:42]>>[CH2:1]([CH3:2])[c:3]1[cH:4][c:5]2[c:6]([n:7]([CH2:11][c:12]3[cH:13][cH:14][c:15](-[c:18]4[c:19]([C:24]#[N:25])[cH:20][cH:21][cH:22][cH:23]4)[cH:16][cH:17]3)[c:8](=[O:10])[n:9]2[CH2:28][c:29]2[cH:30][cH:31][c:32]([F:35])[cH:33][cH:34]2)[s:26]1. The reactants are C(C1=CC=CC=C1)OC1=CC(=C(C=O)C=C1)O (4-benzyloxy-2-hydroxybenzaldehyde), COC(C=P(C1=CC=CC=C1)(C1=CC=CC=C1)C1=CC=CC=C1)=O (methyl(triphenylphosphoranylidene)acetate). Run in C1CCOC1 (THF). Yields the product C(=O)(OC)C=CC1=C(C=C(C=C1)OCCCC)O (2-carbomethoxyvinyl-5-butoxyphenol). Reaction SMILES: [CH2:1]([O:8][C:9]1[CH:16]=[CH:15][C:12]([CH:13]=O)=[C:11]([OH:17])[CH:10]=1)[C:2]1[CH:7]=[CH:6]C=CC=1.[CH3:18][O:19][C:20](=[O:41])[CH:21]=P(C1C=CC=CC=1)(C1C=CC=CC=1)C1C=CC=CC=1>C1COCC1>[C:20]([CH:21]=[CH:13][C:12]1[CH:15]=[CH:16][C:9]([O:8][CH2:1][CH2:2][CH2:7][CH3:6])=[CH:10][C:11]=1[OH:17])([O:19][CH3:18])=[O:41]. Reported procedure: A solution of 4-benzyloxy-2-hydroxybenzaldehyde (1.14 g, 5 mmol) and methyl(triphenylphosphoranylidene)acetate (3.51 g, 10 mmol) in THF (40 ml) is stirred at room temperature for 18 hours. The reaction mixture is then concentrated in vacuo and the residue purified by dry column chromatography using 25% EtOAc in hexane to 2:1/hexane:EtOAc. The concentrated residue is triturated with EtOAc/ether to obtain 2-carbomethoxyvinyl-5-butoxyphenol which is confirmed by NMR and used directly in the next st...